This data is from the Open Reaction Database (ORD), a public repository of structured organic reaction records. The task is: describe an organic reaction: reactants, conditions, products, and yield Reactants: CC1=C(C=2C(=NC=CC2)N1)C (2,3-dimethylpyrrolo[2,3-b]pyridine), CC1=CC=C(C(CBr)=O)C=C1 (p-methylphenacyl bromide), Br (hydrobromide). Run in CC#N (CH3CN). Product: CC1=C(C=2C(N(C=CC2)CC(=O)C2=CC=C(C=C2)C)=N1)C (2,3-Dimethyl-7-[p-methylphenacyl)pyrrolo[2,3-b]pyridine). As a reaction SMILES: [CH3:1][C:2]1[NH:10][C:5]2=[N:6][CH:7]=[CH:8][CH:9]=[C:4]2[C:3]=1[CH3:11].[CH3:12][C:13]1[CH:22]=[CH:21][C:16]([C:17](=[O:20])[CH2:18]Br)=[CH:15][CH:14]=1.Br>CC#N>[CH3:1][C:2]1[N:10]=[C:5]2[N:6]([CH2:18][C:17]([C:16]3[CH:21]=[CH:22][C:13]([CH3:12])=[CH:14][CH:15]=3)=[O:20])[CH:7]=[CH:8][CH:9]=[C:4]2[C:3]=1[CH3:11]. Reported procedure: A solution of 2,3-dimethylpyrrolo[2,3-b]pyridine (0.16 g, 1.1 mmol) and p-methylphenacyl bromide (0.26 g, 1.2 mmol) in 4.5 ml CH3CN was warmed to reflux which was enough to initiate crystallisation of the product as a light yellow solid. The precipitate was isolated as described in example 27 furnishing 0.29 g (74%) pure hydrobromide. Starting materials: [Al+3], CC(C)(C)[Si](C)(C)Oc1ccc(C2(C#N)CCOCC2)cc1, C1CCOC1, [H-], [H-], [H-], [H-], [Li+], [Na+], [OH-], O. The product is CC(C)(C)[Si](C)(C)Oc1ccc(C2(CN)CCOCC2)cc1. As a reaction SMILES: [Al+3:24].[C:1]([CH3:2])([CH3:3])([CH3:4])[Si:5]([O:6][c:7]1[cH:8][cH:9][c:10]([C:13]2([C:19]#[N:20])[CH2:14][CH2:15][O:16][CH2:17][CH2:18]2)[cH:11][cH:12]1)([CH3:21])[CH3:22].[CH2:32]1[O:33][CH2:34][CH2:35][CH2:36]1.[H-:23].[H-:26].[H-:27].[H-:28].[Li+:25].[Na+:31].[OH-:30].[OH2:29]>>[C:1]([CH3:2])([CH3:3])([CH3:4])[Si:5]([O:6][c:7]1[cH:8][cH:9][c:10]([C:13]2([CH2:19][NH2:20])[CH2:14][CH2:15][O:16][CH2:17][CH2:18]2)[cH:11][cH:12]1)([CH3:21])[CH3:22]. Reactants: Cl.FC=1C=CC(=NC1)[C@H](C)N ((S)-1-(5-Fluoropyridin-2-yl)ethanamine hydrochloride), ClC1=NC(=CC=C1)Cl (2,6-dichloropyridine), NN-diisopropylethylamine. The product is ClC1=CC=CC(=N1)N[C@@H](C)C1=NC=C(C=C1)F ((S)-6-Chloro-N-(1-(5-fluoropyridin-2-yl)ethyl)pyridin-2-amine). Isolated yield 36.8%. As a reaction SMILES: Cl.[F:2][C:3]1[CH:4]=[CH:5][C:6]([C@@H:9]([NH2:11])[CH3:10])=[N:7][CH:8]=1.[Cl:12][C:13]1[CH:18]=[CH:17][CH:16]=[C:15](Cl)[N:14]=1>>[Cl:12][C:13]1[N:14]=[C:15]([NH:11][C@H:9]([C:6]2[CH:5]=[CH:4][C:3]([F:2])=[CH:8][N:7]=2)[CH3:10])[CH:16]=[CH:17][CH:18]=1 |f:0.1|. Procedure: (S)-1-(5-Fluoropyridin-2-yl)ethanamine hydrochloride (prepared as described in WO2006/123113, 0.291 g, 1.37 mmol) was added to a solution of 2,6-dichloropyridine (0.203 g, 1.38 mmol) in NN-diisopropylethylamine (1.2 mL, 6.89 mmol) and the resulting mixture was stirred and heated to reflux for two days. The solvent was evaporated under reduced pressure and the residue was purified by flash chromatography (0-10% ethyl acetate in hexanes) to yield the title compound (127 mg, 36%) as a yellow solid. The solvent is C(CCl)Cl (ethylene dichloride). Procedure details: 6-(1H-Benzoimidazol-2-yl)pyridazin-3-ol (0.322 g, 1.570 mmol) was suspended in ethylene dichloride (10 mL). Phosphorus oxychloride was added (15 mL) and the mixture was stirred at reflux for 48 hours. All solvents were removed and the residue was washed with saturated NaHCO3 and extracted with ethyl acetate. The organic solution was dried, concentrated and purified by column chromatography to yield 0.075 g of 2-(6-chloro-pyridazin-3-yl)-1H-benzoimidazole (0.32 mmol, 20% yield). Reactants: N1C(=NC2=C1C=CC=C2)C2=CC=C(N=N2)O (6-(1H-Benzoimidazol-2-yl)pyridazin-3-ol), P(=O)(Cl)(Cl)Cl (Phosphorus oxychloride). Reaction SMILES: [NH:1]1[C:5]2[CH:6]=[CH:7][CH:8]=[CH:9][C:4]=2[N:3]=[C:2]1[C:10]1[N:15]=[N:14][C:13](O)=[CH:12][CH:11]=1.P(Cl)(Cl)([Cl:19])=O>C(Cl)CCl>[Cl:19][C:13]1[N:14]=[N:15][C:10]([C:2]2[NH:3][C:4]3[CH:9]=[CH:8][CH:7]=[CH:6][C:5]=3[N:1]=2)=[CH:11][CH:12]=1. Yield: 20.0%. Product: ClC1=CC=C(N=N1)C1=NC2=C(N1)C=CC=C2 (2-(6-chloro-pyridazin-3-yl)-1H-benzoimidazole). Reaction SMILES: [Br:1][c:2]1[cH:3][c:4]([OH:8])[cH:5][cH:6][cH:7]1.[CH2:54]1[O:55][CH2:56][CH2:57][CH2:58]1.[O:42]=[C:43]([O:44][CH2:45][CH3:46])[N:47]=[N:48][C:49]([O:50][CH2:51][CH3:52])=[O:53].[OH:9][CH2:10][CH2:11][N:12]1[C:13](=[O:22])[c:14]2[c:15]([cH:18][cH:19][cH:20][cH:21]2)[C:16]1=[O:17].[c:23]1([P:24]([c:25]2[cH:26][cH:27][cH:28][cH:29][cH:30]2)[c:31]2[cH:32][cH:33][cH:34][cH:35][cH:36]2)[cH:37][cH:38][cH:39][cH:40][cH:41]1>>[Br:1][c:2]1[cH:3][c:4]([O:8][CH2:10][CH2:11][N:12]2[C:13](=[O:22])[c:14]3[c:15]([cH:18][cH:19][cH:20][cH:21]3)[C:16]2=[O:17])[cH:5][cH:6][cH:7]1. Product: O=C1c2ccccc2C(=O)N1CCOc1cccc(Br)c1. Reactants: Oc1cccc(Br)c1, C1CCOC1, CCOC(=O)N=NC(=O)OCC, O=C1c2ccccc2C(=O)N1CCO, c1ccc(P(c2ccccc2)c2ccccc2)cc1. Reactants: C([O-])(O)=O.[Na+] (sodium bicarbonate), FC(C1=CC=C(C=C1)C(C1CCNCC1)(O)C1=CC=C(C=C1)C(F)(F)F)(F)F (4-[bis(4-trifluoromethylphenyl)hydroxymethyl]piperidine), C1(CC1)COC1=CC=C(C=C1)CCl (4-(cyclopropylmeth-oxy)phenylmethyl chloride), CCN(C(C)C)C(C)C (N,N'-diisopropylethylamine). Solvent: CS(=O)C (dimethyl sulfoxide). The product is C1(CC1)COC1=CC=C(C=C1)CN1CCC(CC1)C(O)(C1=CC=C(C=C1)C(F)(F)F)C1=CC=C(C=C1)C(F)(F)F (N-[4-(cyclopropylmethoxy)phenylmethyl]-4-[bis(4-trifluoromethylphenyl)hydroxymethyl]piperidine). The yield is 76.5%. RXN SMILES: [F:1][C:2]([F:28])([F:27])[C:3]1[CH:8]=[CH:7][C:6]([C:9]([C:17]2[CH:22]=[CH:21][C:20]([C:23]([F:26])([F:25])[F:24])=[CH:19][CH:18]=2)([OH:16])[CH:10]2[CH2:15][CH2:14][NH:13][CH2:12][CH2:11]2)=[CH:5][CH:4]=1.[CH:29]1([CH2:32][O:33][C:34]2[CH:39]=[CH:38][C:37]([CH2:40]Cl)=[CH:36][CH:35]=2)[CH2:31][CH2:30]1.CCN(C(C)C)C(C)C.C(=O)(O)[O-].[Na+]>CS(C)=O>[CH:29]1([CH2:32][O:33][C:34]2[CH:35]=[CH:36][C:37]([CH2:40][N:13]3[CH2:12][CH2:11][CH:10]([C:9]([C:6]4[CH:5]=[CH:4][C:3]([C:2]([F:1])([F:27])[F:28])=[CH:8][CH:7]=4)([C:17]4[CH:22]=[CH:21][C:20]([C:23]([F:26])([F:24])[F:25])=[CH:19][CH:18]=4)[OH:16])[CH2:15][CH2:14]3)=[CH:38][CH:39]=2)[CH2:30][CH2:31]1 |f:3.4|. Procedure details: A solution of 20.5 grams (0.051 mole) of 4-[bis(4-trifluoromethylphenyl)hydroxymethyl]piperidine, 10.0 grams (0.051 mole) of 4-(cyclopropylmeth-oxy)phenylmethyl chloride (prepared as in Step A of Example 1), and 35.4 mL (0.203 mole) of N,N'-diisopropylethylamine in 200 mL of dimethyl sulfoxide was stirred at ambient temperature for about 18 hours. The reaction mixture was then poured into an aqueous solution saturated with sodium bicarbonate. The mixture was extracted with two portions of ethyl ... Reactants: CN1N=CN=C1CO ((2-methyl-2H-1,2,4-triazol-3-yl)methanol), A-421210, suspension, [H-].[Na+] (sodium hydride), oil, O (Water), ClC=1C(=CC=2N(N1)C(=NN2)C2=CC=CC=C2)N2CCCC2 (6-Chloro-3-phenyl-7-(pyrrolidin-1-yl)-1,2,4-triazolo[4,3-b]pyridazine). The solvent is CN(C)C=O (DMF). Run at time 1 hour. Product: CN1N=CN=C1COC=1C(=CC=2N(N1)C(=NN2)C2=CC=CC=C2)N2CCCC2 (6-(2-Methyl-2H-1,2,4-triazol-3-ylmethoxy)-3-phenyl-7-(pyrrolidin-1-yl)-1,2,4-triazolo[4,3-b]pyridazine). Reaction SMILES: [CH3:1][N:2]1[C:6]([CH2:7][OH:8])=[N:5][CH:4]=[N:3]1.[H-].[Na+].Cl[C:12]1[C:13]([N:27]2[CH2:31][CH2:30][CH2:29][CH2:28]2)=[CH:14][C:15]2[N:16]([C:18]([C:21]3[CH:26]=[CH:25][CH:24]=[CH:23][CH:22]=3)=[N:19][N:20]=2)[N:17]=1.O>CN(C=O)C>[CH3:1][N:2]1[C:6]([CH2:7][O:8][C:12]2[C:13]([N:27]3[CH2:28][CH2:29][CH2:30][CH2:31]3)=[CH:14][C:15]3[N:16]([C:18]([C:21]4[CH:26]=[CH:25][CH:24]=[CH:23][CH:22]=4)=[N:19][N:20]=3)[N:17]=2)=[N:5][CH:4]=[N:3]1 |f:1.2|. Reported procedure: To (2-methyl-2H-1,2,4-triazol-3-yl)methanol (2.5 g, 0.022 mol; EP-A-421210) in DMF (200 ml) was added a 60% suspension of sodium hydride in mineral oil (1.2 g, 0.031 mol), and the resultant slurry was stirred at room temperature under nitrogen for 1 h. 6-Chloro-3-phenyl-7-(pyrrolidin-1-yl)-1,2,4-triazolo[4,3-b]pyridazine (6.0 g, 0.020 mol) was added, and the mixture was stirred as before for 30 min. Water (600 ml) was added, precipitating a solid. This was filtered off, then washed with water an... Reactants: CC(C)(C)N=P(N1CCCC1)(N1CCCC1)N1CCCC1 (1-[N-(2-methylpropan-2-yl)-P,P-di(pyrrolidin-1-yl)phosphorimidoyl]pyrrolidine), CN1CCN(CC1)C1=CC(=C(C=C1)NC=O)OC(C)C (N-[4-(4-methylpiperazin-1-yl)-2-(propan-2-yloxy)phenyl]formamide), FC=1C=CC(=C(C1)C1=C(SC2=C1N=C(N=C2)S(=O)(=O)C)C(=O)OC)OC (methyl 7-(5-fluoro-2-methoxyphenyl)-2-(methylsulfonyl)thieno[3,2-d]pyrimidine-6-carboxylate). The solvent is CN(C)C=O (DMF), CN(C)C=O (DMF). Reaction conditions: time 10 minute. The product is C(=O)N(C=1N=CC2=C(N1)C(=C(S2)C(=O)OC)C2=C(C=CC(=C2)F)OC)C2=C(C=C(C=C2)N2CCN(CC2)C)OC(C)C (methyl 2-{formyl[4-(4-methylpiperazin-1-yl)-2-(propan-2-yloxy)phenyl]amino}-7-(5-fluoro-2-methoxyphenyl)thieno[3,2-d]pyrimidine-6-carboxylate). Yield: 96.0%. As a reaction SMILES: CC(N=P(N1CCCC1)(N1CCCC1)N1CCCC1)(C)C.[CH3:22][N:23]1[CH2:28][CH2:27][N:26]([C:29]2[CH:34]=[CH:33][C:32]([NH:35][CH:36]=[O:37])=[C:31]([O:38][CH:39]([CH3:41])[CH3:40])[CH:30]=2)[CH2:25][CH2:24]1.[F:42][C:43]1[CH:44]=[CH:45][C:46]([O:66][CH3:67])=[C:47]([C:49]2[C:53]3[N:54]=[C:55](S(C)(=O)=O)[N:56]=[CH:57][C:52]=3[S:51][C:50]=2[C:62]([O:64][CH3:65])=[O:63])[CH:48]=1>CN(C=O)C>[CH:36]([N:35]([C:32]1[CH:33]=[CH:34][C:29]([N:26]2[CH2:25][CH2:24][N:23]([CH3:22])[CH2:28][CH2:27]2)=[CH:30][C:31]=1[O:38][CH:39]([CH3:41])[CH3:40])[C:55]1[N:56]=[CH:57][C:52]2[S:51][C:50]([C:62]([O:64][CH3:65])=[O:63])=[C:49]([C:47]3[CH:48]=[C:43]([F:42])[CH:44]=[CH:45][C:46]=3[O:66][CH3:67])[C:53]=2[N:54]=1)=[O:37]. Reported procedure: 0.7 ml of 1-[N-(2-methylpropan-2-yl)-P,P-di(pyrrolidin-1-yl)phosphorimidoyl]pyrrolidine (BTPP) is added to a solution of 245 mg of N-[4-(4-methylpiperazin-1-yl)-2-(propan-2-yloxy)phenyl]formamide in 5 ml of anhydrous DMF. After 10 min, a solution of 350 mg of methyl 7-(5-fluoro-2-methoxyphenyl)-2-(methylsulfonyl)thieno[3,2-d]pyrimidine-6-carboxylate in 6.5 ml of anhydrous DMF is added and the mixture is stirred at ambient temperature for 42 h. The mixture is then evaporated under vacuum at a tem...